Dataset: the Open Reaction Database (ORD), a public repository of structured organic reaction records. Task: describe an organic reaction: reactants, conditions, products, and yield The reactants are CCO, Cl, [Fe], CCOC(=O)C(CCc1ccccc1)CC(=O)c1ccc(-c2ccc([N+](=O)[O-])cc2)cc1. Product: CCOC(=O)C(CCc1ccccc1)CC(=O)c1ccc(-c2ccc(N)cc2)cc1. Reaction SMILES: [CH3:34][CH2:35][OH:36].[ClH:33].[Fe:37].[N+:1]([O-:2])(=[O:3])[c:4]1[cH:5][cH:6][c:7](-[c:10]2[cH:11][cH:12][c:13]([C:16]([CH2:17][CH:18]([C:19](=[O:20])[O:21][CH2:22][CH3:23])[CH2:24][CH2:25][c:26]3[cH:27][cH:28][cH:29][cH:30][cH:31]3)=[O:32])[cH:14][cH:15]2)[cH:8][cH:9]1>>[NH2:1][c:4]1[cH:5][cH:6][c:7](-[c:10]2[cH:11][cH:12][c:13]([C:16]([CH2:17][CH:18]([C:19](=[O:20])[O:21][CH2:22][CH3:23])[CH2:24][CH2:25][c:26]3[cH:27][cH:28][cH:29][cH:30][cH:31]3)=[O:32])[cH:14][cH:15]2)[cH:8][cH:9]1. Solvent: CS(=O)C (DMSO), CS(=O)C (DMSO), C(Cl)(Cl)Cl (chloroform), CS(=O)C (DMSO). Procedure: A solution of 3,4-dihydrocarbostyril (20 g) in DMSO (100 ml) is added to a suspension of KOH (31.4 g) in DMSO (50 ml). Methyl iodide (39.7 g) in DMSO (25 ml) is added to the reaction mixture and the mixture is stirred under an atmosphere of N2 at RT. After 2 hours a second portion of methyl iodide (20 g) is added and after 3 hours a third portion of methyl iodide (20 g) is added and stirring continued for 4.5 hours. The reaction mixture is diluted with chloroform (200 ml), quenched with sat'd aq... Reaction SMILES: [NH:1]1[C:11]2[C:6](=[CH:7][CH:8]=[CH:9][CH:10]=2)[CH2:5][CH2:4][C:2]1=[O:3].[OH-].[K+].[CH3:14]I>CS(C)=O.C(Cl)(Cl)Cl>[CH3:14][N:1]1[C:11]2[C:6](=[CH:7][CH:8]=[CH:9][CH:10]=2)[CH2:5][CH2:4][C:2]1=[O:3] |f:1.2|. Product: CN1C(=O)CCC2=CC=CC=C12 (N-Methyldihydrocarbostyril). Reaction conditions: time 4.5 hour. The reactants are N1C(=O)CCC2=CC=CC=C12 (3,4-dihydrocarbostyril), [OH-].[K+] (KOH), CI (Methyl iodide), CI (methyl iodide), CI (methyl iodide). The reactants are C1(=CC=CC=C1)C=1N=C(NC1C1=CC=CC=C1)CCC=1C=C(OCC(=O)OC)C=CC1 (methyl [3-(2-(4,5-diphenyl-1H-imidazol-2-yl)ethyl]phenoxy]acetate), [OH-].[Na+] (NaOH). Solvent: CO (methanol). Yields the product C1(=CC=CC=C1)C=1N=C(NC1C1=CC=CC=C1)CCC=1C=C(OCC(=O)O)C=CC1 ([3-[2-(4,5-diphenyl-1H-imidazol-2-yl)ethyl]phenoxy]-acetic acid). The yield is 35.1%. RXN SMILES: [C:1]1([C:7]2[N:8]=[C:9]([CH2:18][CH2:19][C:20]3[CH:21]=[C:22]([CH:29]=[CH:30][CH:31]=3)[O:23][CH2:24][C:25]([O:27]C)=[O:26])[NH:10][C:11]=2[C:12]2[CH:17]=[CH:16][CH:15]=[CH:14][CH:13]=2)[CH:6]=[CH:5][CH:4]=[CH:3][CH:2]=1.[OH-].[Na+]>CO>[C:1]1([C:7]2[N:8]=[C:9]([CH2:18][CH2:19][C:20]3[CH:21]=[C:22]([CH:29]=[CH:30][CH:31]=3)[O:23][CH2:24][C:25]([OH:27])=[O:26])[NH:10][C:11]=2[C:12]2[CH:13]=[CH:14][CH:15]=[CH:16][CH:17]=2)[CH:2]=[CH:3][CH:4]=[CH:5][CH:6]=1 |f:1.2|. Procedure details: A mixture of methyl [3-(2-(4,5-diphenyl-1H-imidazol-2-yl)ethyl]phenoxy]acetate (l.20 g, 3 mmol), 5N NaOH solution (l.74 mL, 9 mmol) and methanol (30 mL) was heated to reflux on a steam bath for 20 minutes. The solvent was removed, the residue diluted with water and acidified to pH=1 with 2N HCl solution. A yellow solid was filtered off and subjected to chromatography on a column of silica gel using a mixture of chloroform and methanol (9:1) as eluent to give [3-[2-(4,5-diphenyl-1H-imidazol-2-yl)... Starting materials: ClC1=NC(=NC(=C1N)Cl)N (4,6-dichloropyrimidine-2,5-diamine), C(O)CN (ethanolamine). The solvent is C(C)O (ethanol). Conditions: temperature 105 celsius, time 20 minute. The product is NC1=NC(=C(C(=N1)NCCO)N)Cl (2-[(2,5-diamino-6-chloro-pyrimidin-4-yl)amino]ethanol). Yield: 69.3%. As a reaction SMILES: Cl[C:2]1[C:7]([NH2:8])=[C:6]([Cl:9])[N:5]=[C:4]([NH2:10])[N:3]=1.[CH2:11]([CH2:13][NH2:14])[OH:12]>C(O)C>[NH2:10][C:4]1[N:3]=[C:2]([NH:14][CH2:13][CH2:11][OH:12])[C:7]([NH2:8])=[C:6]([Cl:9])[N:5]=1. Reported procedure: A mixture of 4,6-dichloropyrimidine-2,5-diamine (28 g, 156 mmol), ethanolamine (18 ml, 312 mmol) and ethanol (250 ml) were heated at 100-110° C. for 16 hours. The mixture was cooled and solvent was removed. To the residue methanol (100 ml) was added and stirred for 20 minutes. The solid was filtered off to obtain 2-[(2,5-diamino-6-chloro-pyrimidin-4-yl)amino]ethanol (22.0 g, 70%). Starting materials: CC1=CC=C(S1)C(=S)[O-] (5-methylthiothiophene-2-carboxylate), NC(C=1C=C(SC1C)C(=S)OC)=S (methyl 4-(aminothioxomethyl)-5-methylthiothiophene-2-carboxylate), FC(C=1C=C(C=C(C1)C(F)(F)F)C(CBr)=O)(F)F (1-[3,5-bis(trifluoromethyl)phenyl]-2-bromoethane-1-one). Yields the product FC(C=1C=C(C=C(C1)C(F)(F)F)C=1N=C(SC1)C=1C=C(SC1C)C(=S)OC)(F)F (methyl 4-{4-[3,5-bis(trifluoromethyl)phenyl](1,3-thiazol-2-yl)}-5-methylthiothiophene-2-carboxylate). Isolated yield 5.0%. Reaction SMILES: CC1SC(C([O-])=S)=CC=1.[NH2:10][C:11](=[S:22])[C:12]1[CH:13]=[C:14]([C:18]([O:20][CH3:21])=[S:19])[S:15][C:16]=1[CH3:17].[F:23][C:24]([F:40])([F:39])[C:25]1[CH:26]=[C:27]([C:35](=O)[CH2:36]Br)[CH:28]=[C:29]([C:31]([F:34])([F:33])[F:32])[CH:30]=1>>[F:23][C:24]([F:39])([F:40])[C:25]1[CH:26]=[C:27]([C:35]2[N:10]=[C:11]([C:12]3[CH:13]=[C:14]([C:18]([O:20][CH3:21])=[S:19])[S:15][C:16]=3[CH3:17])[S:22][CH:36]=2)[CH:28]=[C:29]([C:31]([F:32])([F:33])[F:34])[CH:30]=1. Reported procedure: Methyl 4-{4-[3,5-bis(trifluoromethyl)phenyl]1,3-thiazol-2-yl)}-5-methylthiothiophene-2-carboxylate: A solution of 75 mg (0.3 mmol) of methyl 4-(aminothioxomethyl)-5-methylthiothiophene-2-carboxylate (Maybridge, Cornwall, UK) was reacted with 101 mg (0.3 mmol) of 1-[3,5-bis(trifluoromethyl)phenyl]-2-bromoethane-1-one in a manner similar Example 8, step (a) to give methyl 4-{4-[3,5-bis(trifluoromethyl)phenyl](1,3-thiazol-2-yl)}-5-methylthiothiophene-2-carboxylate (7 mg, 5%) as a solid. 1H-NMR (DMS... Starting materials: ClC1=CC=2N(C(=N1)C=1C=NN(C1)C(CC#N)C1CC1)C=CN2 (3-(4-(7-chloroimidazo[1,2-c]pyrimidin-5-yl)-1H-pyrazol-1-yl)-3-cyclopropyl-propanenitrile), C(=O)([O-])[O-].[K+].[K+] (K2CO3), CC1=CC=C(C=N1)B(O)O (6-methylpyridin-3-ylboronic acid), C1(CCCCC1)P(C1=C(C=CC=C1)C1=C(C(=CC=C1OC)S(=O)(=O)[O-])OC)C1CCCCC1.[Na+] (sodium 2′-(dicyclohexylphosphino)-2,6-dimethoxybiphenyl-3-sulfonate). Reagents/catalysts: C(C)(=O)O[Pd]OC(C)=O (diacetoxypalladium). The solvent is O1CCOCC1 (dioxane). Run at temperature 80 celsius. The product is C1(CC1)C(CC#N)N1N=CC(=C1)C1=NC(=CC=2N1C=CN2)C=2C=NC(=CC2)C (3-Cyclopropyl-3-(4-(7-(6-methylpyridin-3-yl)imidazo[1,2-c]pyrimidin-5-yl)-1H-pyrazol-1-yl)propanenitrile). Isolated yield 33.8%. RXN SMILES: Cl[C:2]1[N:7]=[C:6]([C:8]2[CH:9]=[N:10][N:11]([CH:13]([CH:17]3[CH2:19][CH2:18]3)[CH2:14][C:15]#[N:16])[CH:12]=2)[N:5]2[CH:20]=[CH:21][N:22]=[C:4]2[CH:3]=1.C([O-])([O-])=O.[K+].[K+].[CH3:29][C:30]1[N:35]=[CH:34][C:33](B(O)O)=[CH:32][CH:31]=1.C1(P(C2CCCCC2)C2C=CC=CC=2C2C(OC)=CC=C(S([O-])(=O)=O)C=2OC)CCCCC1.[Na+]>O1CCOCC1.C(O[Pd]OC(=O)C)(=O)C>[CH:17]1([CH:13]([N:11]2[CH:12]=[C:8]([C:6]3[N:5]4[CH:20]=[CH:21][N:22]=[C:4]4[CH:3]=[C:2]([C:33]4[CH:34]=[N:35][C:30]([CH3:29])=[CH:31][CH:32]=4)[N:7]=3)[CH:9]=[N:10]2)[CH2:14][C:15]#[N:16])[CH2:19][CH2:18]1 |f:1.2.3,5.6|. Reported procedure: To 3-(4-(7-chloroimidazo[1,2-c]pyrimidin-5-yl)-1H-pyrazol-1-yl)-3-cyclopropyl-propanenitrile (Preparation M; 50 mg, 0.16 mmol) in dioxane (5 mL) was added K2CO3 (66 mg, 0.48 mmol), diacetoxypalladium (1.8 mg, 0.0080 mmol), 6-methylpyridin-3-ylboronic acid (44 mg, 0.32 mmol) and sodium 2′-(dicyclohexylphosphino)-2,6-dimethoxybiphenyl-3-sulfonate (8.2 mg, 0.016 mmol). The reaction mixture was degassed with argon, sealed and heated to 80° C. for 5 hours. The reaction was cooled to ambient temperatu...